This data is from the Open Reaction Database (ORD), a public repository of structured organic reaction records. The task is: describe an organic reaction: reactants, conditions, products, and yield The reactants are C(C)(=O)OC(C)=O (Acetic anhydride), N[C@H]1C[C@H](CCC1)C(=O)OC (cis-methyl 3-aminocyclohexanecarboxylate). Solvent: N1=CC=CC=C1 (pyridine). Run at time 3 hour. Product: C(C)(=O)N[C@H]1C[C@H](CCC1)C(=O)OC (cis-methyl 3-acetamidocyclohexanecarboxylate). The yield is 69.2%. Reaction SMILES: [C:1](OC(=O)C)(=[O:3])[CH3:2].[NH2:8][C@@H:9]1[CH2:14][CH2:13][CH2:12][C@H:11]([C:15]([O:17][CH3:18])=[O:16])[CH2:10]1>N1C=CC=CC=1>[C:1]([NH:8][C@@H:9]1[CH2:14][CH2:13][CH2:12][C@H:11]([C:15]([O:17][CH3:18])=[O:16])[CH2:10]1)(=[O:3])[CH3:2]. Procedure details: Acetic anhydride (1.20 ml, 12.7 mmol) was added to a stirred solution of cis-methyl 3-aminocyclohexanecarboxylate (0.40 g, 2.54 mmol) in pyridine (10 ml) under an atmosphere of argon and stirred for 3 h at room temperature. The excess pyridine was removed under vacuo and the resulting residue was partitioned between DCM and saturated sodium bicarbonate solution. The separated organic layer was washed with water, brine, dried over anhydrous sodium sulfate, filtered and concentrated under vacuo to...